This data is from the Open Reaction Database (ORD), a public repository of structured organic reaction records. The task is: describe an organic reaction: reactants, conditions, products, and yield The reactants are BrCc1ccccc1, Oc1ccc2c(Br)c(Br)sc2c1, CCOC(C)=O, [H-], [Na+], CN(C)C=O, O. The product is Brc1sc2cc(OCc3ccccc3)ccc2c1Br. As a reaction SMILES: [Br:15][CH2:16][c:17]1[cH:18][cH:19][cH:20][cH:21][cH:22]1.[Br:1][c:2]1[c:3]([Br:12])[c:4]2[c:5]([s:6]1)[cH:7][c:8]([OH:11])[cH:9][cH:10]2.[CH3:29][CH2:30][O:31][C:32](=[O:33])[CH3:34].[H-:13].[Na+:14].[O:24]=[CH:25][N:26]([CH3:27])[CH3:28].[OH2:23]>>[Br:1][c:2]1[c:3]([Br:12])[c:4]2[c:5]([s:6]1)[cH:7][c:8]([O:11][CH2:16][c:17]1[cH:18][cH:19][cH:20][cH:21][cH:22]1)[cH:9][cH:10]2. Starting materials: BrC=1C(=NC=C(C(=O)NC2=CC=C(C=C2)OC(F)(F)Cl)C1)N1C[C@@H](CC1)O ((R)-5-bromo-N-(4-(chlorodifluoromethoxy)phenyl)-6-(3-hydroxypyrrolidin-1-yl)nicotinamide), FC=1C=CC(=C(C1)B(O)O)C (5-Fluoro-2-methylphenylboronic acid). The product is ClC(OC1=CC=C(C=C1)NC(C1=CN=C(C(=C1)C1=C(C=CC(=C1)F)C)N1C[C@@H](CC1)O)=O)(F)F ((R)—N-(4-(Chlorodifluoromethoxy)phenyl)-5-(5-fluoro-2-methylphenyl)-6-(3-hydroxypyrrolidin-1-yl)nicotinamide). RXN SMILES: Br[C:2]1[C:3]([N:22]2[CH2:26][CH2:25][C@@H:24]([OH:27])[CH2:23]2)=[N:4][CH:5]=[C:6]([CH:21]=1)[C:7]([NH:9][C:10]1[CH:15]=[CH:14][C:13]([O:16][C:17]([Cl:20])([F:19])[F:18])=[CH:12][CH:11]=1)=[O:8].[F:28][C:29]1[CH:30]=[CH:31][C:32]([CH3:38])=[C:33](B(O)O)[CH:34]=1>>[Cl:20][C:17]([F:19])([F:18])[O:16][C:13]1[CH:14]=[CH:15][C:10]([NH:9][C:7](=[O:8])[C:6]2[CH:21]=[C:2]([C:31]3[CH:30]=[C:29]([F:28])[CH:34]=[CH:33][C:32]=3[CH3:38])[C:3]([N:22]3[CH2:26][CH2:25][C@@H:24]([OH:27])[CH2:23]3)=[N:4][CH:5]=2)=[CH:11][CH:12]=1. Procedure: The title compound was prepared in an analogous fashion to that described in Example 290 using (R)-5-bromo-N-(4-(chlorodifluoromethoxy)phenyl)-6-(3-hydroxypyrrolidin-1-yl)nicotinamide (Stage 171.1) and 5-Fluoro-2-methylphenylboronic acid to afford a white solid. HPLC (Condition 10) tR=6.424 min, UPLC-MS (Condition 11) m/z=492.1 [M+H]+; 1H-NMR (400 MHz, DMSO-d6) δ ppm 1.60-1.92 (m, 2H) 1.94-2.11 (m, 3H) 2.78-3.03 (m, 1H) 3.07-3.28 (m, 3H) 4.11-4.23 (m, 1H) 4.76-4.94 (m, 1H) 7.10-7.19 (m, 1H) 7.23... Reported procedure: To a solution of 46.6 g of p-phenylacetophenone in 250 ml. of dimethyl sulfoxide, there is added 65.5 g of lithium acetylide - ethylene diamine complex. After 18 hours at room temperature, the mixture is poured on 2 liters of iced water. The initial oil solidifies on standing, is filtered off and recrystallized from 150 ml of isopropyl alcohol to give 2-(p-biphenylyl)-3-butyn-2-ol, mp 75°-80° C. Reaction SMILES: [C:1]1([C:7]2[CH:12]=[CH:11][C:10](C(=O)C)=[CH:9][CH:8]=2)[CH:6]=[CH:5][CH:4]=[CH:3][CH:2]=1.CS(C)=O.[OH2:20]>>[C:7]1([C:1]2[CH:2]=[CH:3][CH:4]=[CH:5][CH:6]=2)[CH:8]=[CH:9][CH:10]=[CH:11][C:12]=1[C:2]([OH:20])([C:1]#[CH:6])[CH3:3]. Reactants: C1(=CC=CC=C1)C1=CC=C(C=C1)C(C)=O (p-phenylacetophenone), CS(=O)C (dimethyl sulfoxide), O (water). Reaction conditions: time 18 hour. Yields the product C1(=C(C=CC=C1)C(C)(C#C)O)C1=CC=CC=C1 (2-(p-biphenylyl)-3-butyn-2-ol). The reactants are CCOC(=O)c1ccc2cc(Br)ccc2n1, CCOC(C)=O, [K+], [K+], [K+], C1COCCO1, O, Cc1cc(B(O)O)ccc1O, O=P([O-])([O-])[O-], c1ccc(P(c2ccccc2)c2ccccc2)cc1. Product: CCOC(=O)c1ccc2cc(-c3ccc(O)c(C)c3)ccc2n1. Reaction SMILES: [Br:1][c:2]1[cH:3][c:4]2[cH:5][cH:6][c:7]([C:12](=[O:13])[O:14][CH2:15][CH3:16])[n:8][c:9]2[cH:10][cH:11]1.[CH3:55][CH2:56][O:57][C:58](=[O:59])[CH3:60].[K+:52].[K+:53].[K+:54].[O:62]1[CH2:63][CH2:64][O:65][CH2:66][CH2:67]1.[OH2:61].[OH:17][c:18]1[c:19]([CH3:27])[cH:20][c:21]([B:24]([OH:25])[OH:26])[cH:22][cH:23]1.[P:47]([O-:48])([O-:49])([O-:50])=[O:51].[c:28]1([P:29]([c:30]2[cH:31][cH:32][cH:33][cH:34][cH:35]2)[c:36]2[cH:37][cH:38][cH:39][cH:40][cH:41]2)[cH:42][cH:43][cH:44][cH:45][cH:46]1>>[c:2]1(-[c:21]2[cH:20][c:19]([CH3:27])[c:18]([OH:17])[cH:23][cH:22]2)[cH:3][c:4]2[cH:5][cH:6][c:7]([C:12](=[O:13])[O:14][CH2:15][CH3:16])[n:8][c:9]2[cH:10][cH:11]1. The reactants are C1CCOC1, O=C(Cl)c1ccc(OC(F)(F)F)cc1, Nc1cc(C(=O)O)ccc1O, c1ccncc1. Product: O=C(O)c1ccc(O)c(NC(=O)c2ccc(OC(F)(F)F)cc2)c1. As a reaction SMILES: [CH2:32]1[O:33][CH2:34][CH2:35][CH2:36]1.[F:18][C:19]([O:20][c:21]1[cH:22][cH:23][c:24]([C:25](=[O:26])[Cl:27])[cH:28][cH:29]1)([F:30])[F:31].[NH2:1][c:2]1[cH:3][c:4]([C:5](=[O:6])[OH:7])[cH:8][cH:9][c:10]1[OH:11].[cH:12]1[cH:13][cH:14][n:15][cH:16][cH:17]1>>[NH:1]([c:2]1[cH:3][c:4]([C:5](=[O:6])[OH:7])[cH:8][cH:9][c:10]1[OH:11])[C:25]([c:24]1[cH:23][cH:22][c:21]([O:20][C:19]([F:18])([F:30])[F:31])[cH:29][cH:28]1)=[O:26]. Starting materials: C(#C)C=1C=NC2=CC=C(C=C2C1)OC(C(=O)NC1(CCC1)C=O)SC (2-(3-Ethynyl-quinolin-6-yloxy)-N-(1-formyl-cyclobutyl)-2-methylsulfanyl-acetamide), C(C)(=O)[O-].[Na+] (sodium acetate), Cl.CON (O-methyl hydroxylamine hydrochloride), O (water). Solvent: C(C)O (ethanol). Conditions: temperature 65 celsius. The product is C(#C)C=1C=NC2=CC=C(C=C2C1)OC(C(=O)NC1(CCC1)C=NOC)SC (2-(3-ethynyl-quinolin-6-yloxy)-N-[1-(methoxyimino-methyl)-cyclobutyl]-2-methylsulfanyl-acetamide). Isolated yield 81.3%. As a reaction SMILES: [C:1]([C:3]1[CH:4]=[N:5][C:6]2[C:11]([CH:12]=1)=[CH:10][C:9]([O:13][CH:14]([S:24][CH3:25])[C:15]([NH:17][C:18]1([CH:22]=O)[CH2:21][CH2:20][CH2:19]1)=[O:16])=[CH:8][CH:7]=2)#[CH:2].C([O-])(=O)C.[Na+].Cl.[CH3:32][O:33][NH2:34].O>C(O)C>[C:1]([C:3]1[CH:4]=[N:5][C:6]2[C:11]([CH:12]=1)=[CH:10][C:9]([O:13][CH:14]([S:24][CH3:25])[C:15]([NH:17][C:18]1([CH:22]=[N:34][O:33][CH3:32])[CH2:19][CH2:20][CH2:21]1)=[O:16])=[CH:8][CH:7]=2)#[CH:2] |f:1.2,3.4|. Procedure: To a solution of 2-(3-Ethynyl-quinolin-6-yloxy)-N-(1-formyl-cyclobutyl)-2-methylsulfanyl-acetamide (125 mg) in ethanol (10 ml) was added sodium acetate (50 mg) and O-methyl hydroxylamine hydrochloride (44 mg), at room temperature. The mixture was heated to 65° C. during 1 hour. After cooling to room temperature the mixture was poured into water and extracted with ethyl acetate (2×10 ml). The organic phase was washed with sat. aq NaCl solution, dried over anhydrous sodium sulphate, filtered and e... The reactants are COC=1C(C2=CC=CC=C2C(C1OC)=O)=O (2,3-dimethoxy-1,4-naphthoquinone), O1CCCC1 (tetrahydrofuran), [H][H] (hydrogen), C(C)(=O)OC(C)=O (acetic anhydride), N1=CC=CC=C1 (pyridine), O1CCCC1 (tetrahydrofuran). Reagents/catalysts: [Pd] (Pd-C). Conditions: time 4 hour. The product is COC1=C(C2=CC=CC=C2C(=C1OC)OC(C)=O)OC(C)=O (2,3-dimethoxy-1,4-diacetyloxynaphthalene). As a reaction SMILES: [CH3:1][O:2][C:3]1[C:4](=[O:16])[C:5]2[C:10]([C:11](=[O:15])[C:12]=1[O:13][CH3:14])=[CH:9][CH:8]=[CH:7][CH:6]=2.[H][H].[C:19](OC(=O)C)(=[O:21])[CH3:20].N1C=CC=CC=1.[O:32]1CC[CH2:34][CH2:33]1>[Pd]>[CH3:14][O:13][C:12]1[C:3]([O:2][CH3:1])=[C:4]([O:16][C:19](=[O:21])[CH3:20])[C:5]2[C:10](=[CH:9][CH:8]=[CH:7][CH:6]=2)[C:11]=1[O:15][C:33](=[O:32])[CH3:34]. Procedure details: A solution of 2,3-dimethoxy-1,4-naphthoquinone (20.0 g) in tetrahydrofuran (150 mL) was hydrogenated at atmospheric pressure over Pd-C (10%, 0.5 g) until the solution was colorless, approximately 4 hours. While still under a blanket of hydrogen, a solution of acetic anhydride (20 mL) and pyridine (18 mL) in tetrahydrofuran (50 mL) was added to the mixture. After stirring for 1 hour, the mixture was evaporated. The residue was dissolved in ether (100 mL) and was washed with 1M hydrochloric acid (... Starting materials: CS(=O)(=O)OCC=1C=C2C=CC=NC2=CC1 (6-(Methanesulfonyloxymethyl)quinoline), N1C=NC=C1.[Na] (sodium imidazole). Run in CN(C)C=O (DMF). Run at temperature 70 celsius. The product is N1(C=NC=C1)CC=1C=C2C=CC=NC2=CC1 (6-[(1H-imidazol-1-yl)methyl]quinoline). Isolated yield 27.0%. Reaction SMILES: CS(O[CH2:6][C:7]1[CH:8]=[C:9]2[C:14](=[CH:15][CH:16]=1)[N:13]=[CH:12][CH:11]=[CH:10]2)(=O)=O.[NH:17]1[CH:21]=[CH:20][N:19]=[CH:18]1.[Na]>CN(C=O)C>[N:17]1([CH2:6][C:7]2[CH:8]=[C:9]3[C:14](=[CH:15][CH:16]=2)[N:13]=[CH:12][CH:11]=[CH:10]3)[CH:21]=[CH:20][N:19]=[CH:18]1 |f:1.2,^1:21|. Procedure details: The title product from Step A above was dissolved in anhydrous DMF (10 mL) and sodium imidazole (0.367 g, 4.08 mmoles) was added. The mixture was heated at 70° C. under argon for 2 h and then evaporated to dryness. The product was chromatographed on silica gel to give the title compound (0. 1559 g, 27%): FABMS: m/z 210.0 (MH+); δH (CDCl3) 5.34 (1H, s, CH2), 6.97 (1H, s, Im-H5), 7.15 (1H, s, Im-H4), 7.44 (1H, dd, Ar—H3), 7.52 (2H, m, Ar—H5 and Ar—H7), 7.64 (1H, s, Im-H2), 8.12 (2H, d, Ar—H4 and A... The reactants are [Br-], C#C[Mg+], CCOC(C)=O, CCCCCC, O=CC(F)=CCCCCl, Cl, C1CCOC1. The product is C#CC(O)C(F)=CCCCCl. RXN SMILES: [Br-:10].[C:11](#[CH:12])[Mg+:13].[C:26]([O:27][CH2:28][CH3:29])(=[O:30])[CH3:31].[CH3:20][CH2:21][CH2:22][CH2:23][CH2:24][CH3:25].[Cl:1][CH2:2][CH2:3][CH2:4][CH:5]=[C:6]([CH:7]=[O:8])[F:9].[ClH:14].[O:15]1[CH2:16][CH2:17][CH2:18][CH2:19]1>>[Cl:1][CH2:2][CH2:3][CH2:4][CH:5]=[C:6]([CH:7]([OH:8])[C:11]#[CH:12])[F:9]. The reactants are SnCl2 dihydrate, ClC1=C(NC(=C1Cl)C)C(=O)N[C@@H]1[C@@H](CN(CC1)C=1C=C(C(=O)OCC)C(=CN1)[N+](=O)[O-])OC (Cis(±)-ethyl 2-(4-{[(3,4-dichloro-5-methyl-1H-pyrrol-2-yl)carbonyl]amino}-3-methoxypiperidin-1-yl)-5-nitroisonicotinate). The solvent is Cl (HCl), C(C)(=O)O (acetic acid). Conditions: time 8 hour. The product is NC1=CN=C(C=C1C(=O)OCC)N1C[C@H]([C@H](CC1)NC(=O)C=1NC(=C(C1Cl)Cl)C)OC (Cis(±)-ethyl 5-amino-2-(4-{[(3,4-dichloro-5-methyl-1H-pyrrol-2-yl)carbonyl]amino}-3-methoxypiperidin-1-yl)isonicotinate). Isolated yield 56.2%. Reaction SMILES: [Cl:1][C:2]1[C:6]([Cl:7])=[C:5]([CH3:8])[NH:4][C:3]=1[C:9]([NH:11][C@H:12]1[CH2:17][CH2:16][N:15]([C:18]2[CH:19]=[C:20]([C:26]([N+:29]([O-])=O)=[CH:27][N:28]=2)[C:21]([O:23][CH2:24][CH3:25])=[O:22])[CH2:14][C@H:13]1[O:32][CH3:33])=[O:10]>Cl.C(O)(=O)C>[NH2:29][C:26]1[C:20]([C:21]([O:23][CH2:24][CH3:25])=[O:22])=[CH:19][C:18]([N:15]2[CH2:16][CH2:17][C@H:12]([NH:11][C:9]([C:3]3[NH:4][C:5]([CH3:8])=[C:6]([Cl:7])[C:2]=3[Cl:1])=[O:10])[C@H:13]([O:32][CH3:33])[CH2:14]2)=[N:28][CH:27]=1. Reported procedure: A solution of SnCl2 dihydrate (870 mg, 3.8 mmol) in 5 ml concentrated HCl was added to a solution of 436 mg (0.87 mmol) of Cis(±)-ethyl 2-(4-{[(3,4-dichloro-5-methyl-1H-pyrrol-2-yl)carbonyl]amino}-3-methoxypiperidin-1-yl)-5-nitroisonicotinate (Example 308) in 30 ml acetic acid. The mixture was stirred at room temperature overnight. Solvent was removed and the residue was partitioned between water and EtOAc. The EtOAc was separated and washed with brine. Drying (MgSO4), removal of solvent and chr...